Dataset: the Open Reaction Database (ORD), a public repository of structured organic reaction records. Task: describe an organic reaction: reactants, conditions, products, and yield The reactants are B(Br)(Br)Br (boron tribromide), CN(S(=O)(=O)N1CCN(CC1)C1=NC(=NC=C1)COC)C (4-[4-(N,N-dimethylsulfamoyl)piperazino]-2-methyloxymethylpyrimidine), [OH-].[Na+] (sodium hydroxide). Run in C(Cl)Cl (methylene chloride), C(Cl)Cl (methylene chloride). Reaction conditions: time 1.5 hour. Product: CN(S(=O)(=O)N1CCN(CC1)C1=NC(=NC=C1)CO)C (4-[4-(N,N-Dimethylsulfamoyl)piperazino]-2-hydroxymethylpyrimidine). Yield: 72.1%. Reaction SMILES: [CH3:1][N:2]([CH3:21])[S:3]([N:6]1[CH2:11][CH2:10][N:9]([C:12]2[CH:17]=[CH:16][N:15]=[C:14]([CH2:18][O:19]C)[N:13]=2)[CH2:8][CH2:7]1)(=[O:5])=[O:4].B(Br)(Br)Br.[OH-].[Na+]>C(Cl)Cl>[CH3:1][N:2]([CH3:21])[S:3]([N:6]1[CH2:11][CH2:10][N:9]([C:12]2[CH:17]=[CH:16][N:15]=[C:14]([CH2:18][OH:19])[N:13]=2)[CH2:8][CH2:7]1)(=[O:5])=[O:4] |f:2.3|. Reported procedure: 11.0 g (35 mmol) of 4-[4-(N,N-dimethylsulfamoyl)piperazino]-2-methyloxymethylpyrimidine (Example 1) are dissolved in 45 ml of dry methylene chloride. Between 0° C. and +5° C., 13.2 g (52.5 mmol) of boron tribromide dissolved in 25 ml of methylene chloride are slowly added dropwise under argon. The mixture is stirred for a further 1.5 h while cooling in ice and is hydrolyzed with cold 2 N sodium hydroxide solution. The organic phase is separated off, and the aqueous phase is extracted 3 times mor... Reactants: S1C(=CC2=C1C=CC=C2)/C=C/C=C(/C(=O)O)\OC ((2Z,4E)-5-(benzothiophen-2-yl)-2-methoxy-2,4-pentadienoic acid), NC1CC(N(C(C1)(C)C)C)(C)C (4-amino-1,2,2,6,6-pentamethylpiperidine), O.ON1N=NC2=C1N=CC=C2 (1-hydroxy-7-azabenzotriazole hydrate), Cl.CN(CCCN=C=NCC)C (1-(3-dimethylaminopropyl)-3-ethylcarbodiimide hydrochloride). Run in CN(C)C=O (DMF). The product is S1C(=CC2=C1C=CC=C2)/C=C/C=C(/C(=O)NC2CC(N(C(C2)(C)C)C)(C)C)\OC ((2Z,4E)-5-(Benzothiophen-2-yl)-2-methoxy-N-[(1,2,2,6,6-pentamethyl)-piperidin-4-yl]-2,4-pentadienamide). Isolated yield 26.6%. RXN SMILES: [S:1]1[C:5]2[CH:6]=[CH:7][CH:8]=[CH:9][C:4]=2[CH:3]=[C:2]1/[CH:10]=[CH:11]/[CH:12]=[C:13](\[O:17][CH3:18])/[C:14]([OH:16])=O.[NH2:19][CH:20]1[CH2:25][C:24]([CH3:27])([CH3:26])[N:23]([CH3:28])[C:22]([CH3:30])([CH3:29])[CH2:21]1.O.ON1C2N=CC=CC=2N=N1.Cl.CN(C)CCCN=C=NCC>CN(C=O)C>[S:1]1[C:5]2[CH:6]=[CH:7][CH:8]=[CH:9][C:4]=2[CH:3]=[C:2]1/[CH:10]=[CH:11]/[CH:12]=[C:13](\[O:17][CH3:18])/[C:14]([NH:19][CH:20]1[CH2:21][C:22]([CH3:29])([CH3:30])[N:23]([CH3:28])[C:24]([CH3:27])([CH3:26])[CH2:25]1)=[O:16] |f:2.3,4.5|. Procedure details: A solution of (2Z,4E)-5-(benzothiophen-2-yl)-2-methoxy-2,4-pentadienoic acid (53 mg, 0.20 mmol), 4-amino-1,2,2,6,6-pentamethylpiperidine (34 mg, 0.20 mmol), 1-hydroxy-7-azabenzotriazole hydrate (27 mg, 0.20 mmol) and 1-(3-dimethylaminopropyl)-3-ethylcarbodiimide hydrochloride (38 mg, 0.20 mmol) in DMF (1 ml) was stirred at RT for 6 hours. After the same work up as seen in example 3 pure title compound was obtained (22 mg, 0.054 mmol, yield 26.6%) as white crystals, m.p.=240°. Reactants: ClC=1C(=C(NC2=NC=CC=C2C(=O)O)C=CC1)C (2-(3'-chloro-2'-methylanilino)-pyridine-3-carboxylic acid), C(C(C)(C)C)(=O)OCCl (pivaloyloxymethyl chloride). Run in CC(=O)C (acetone), C(C)N(CC)CC (triethylamine). Yields the product ClC=1C(=C(NC2=NC=CC=C2C(=O)OCOC(C(C)(C)C)=O)C=CC1)C (pivaloyloxymethyl 2-(3'-chloro-2'-methylanilino)-pyridine-3-carboxylate). The yield is 77.4%. Reaction SMILES: [Cl:1][C:2]1[C:3]([CH3:18])=[C:4]([CH:15]=[CH:16][CH:17]=1)[NH:5][C:6]1[C:11]([C:12]([OH:14])=[O:13])=[CH:10][CH:9]=[CH:8][N:7]=1.[C:19]([O:25][CH2:26]Cl)(=[O:24])[C:20]([CH3:23])([CH3:22])[CH3:21]>CC(C)=O.C(N(CC)CC)C>[Cl:1][C:2]1[C:3]([CH3:18])=[C:4]([CH:15]=[CH:16][CH:17]=1)[NH:5][C:6]1[C:11]([C:12]([O:14][CH2:26][O:25][C:19](=[O:24])[C:20]([CH3:23])([CH3:22])[CH3:21])=[O:13])=[CH:10][CH:9]=[CH:8][N:7]=1. Reported procedure: To a stirred mixture of 2-(3'-chloro-2'-methylanilino)-pyridine-3-carboxylic acid (26.3 g) in 400 ml of acetone, triethylamine (20.5 ml) was added. Thereafter pivaloyloxymethyl chloride (15 ml) was poured into the mixture and then it was refluxed 4 hours. Subsequently, the reaction mixture was cooled to 15°-20° C. poured into previously cooled distilled water (3000 ml) and maintained at 5°-7° C. for 4 hours. The cake was filtered by suction and the formed compound dried at 25°-35° C. under vacuu... Starting materials: ester, COC(C1=C(C=CC(=C1)C=1SC=C(N1)C1=CC(=C(C=C1)Cl)Cl)Br)=O (2-bromo-5-[4-(3,4-dichloro-phenyl)-thiazol-2-yl]-benzoic acid methyl ester), COC(C1=C(C=CC(=C1)C=1SC=C(N1)C1=CC(=C(C=C1)Cl)Cl)Br)=O (2-bromo-5-[4-(3,4-dichloro-phenyl)-thiazol-2-yl]-benzoic acid methyl ester), ClC1=C(C=C(C=C1)C(F)(F)F)B(O)O (2-chloro-5-(trifluoromethyl)phenylboronic acid). Product: ClC1=C(C=C(C=C1)C(F)(F)F)C=1C(=CC(=CC1)C=1SC=C(N1)C1=CC(=C(C=C1)Cl)Cl)C(=O)O (2′-chloro-4-[4-(3,4-dichloro-phenyl)-thiazol-2-yl]-5′-trifluoromethyl-biphenyl-2-carboxylic acid). Isolated yield 3.8%. RXN SMILES: C[O:2][C:3](=[O:24])[C:4]1[CH:9]=[C:8]([C:10]2[S:11][CH:12]=[C:13]([C:15]3[CH:20]=[CH:19][C:18]([Cl:21])=[C:17]([Cl:22])[CH:16]=3)[N:14]=2)[CH:7]=[CH:6][C:5]=1Br.[Cl:25][C:26]1[CH:31]=[CH:30][C:29]([C:32]([F:35])([F:34])[F:33])=[CH:28][C:27]=1B(O)O>>[Cl:25][C:26]1[CH:27]=[CH:28][C:29]([C:32]([F:33])([F:34])[F:35])=[CH:30][C:31]=1[C:5]1[C:4]([C:3]([OH:2])=[O:24])=[CH:9][C:8]([C:10]2[S:11][CH:12]=[C:13]([C:15]3[CH:20]=[CH:19][C:18]([Cl:21])=[C:17]([Cl:22])[CH:16]=3)[N:14]=2)=[CH:7][CH:6]=1. Procedure: Using the conditions of General Procedure A for Suzuki Coupling and Hydrolysis in Parallel Mode, 2-bromo-5-[4-(3,4-dichloro-phenyl)-thiazol-2-yl]-benzoic acid methyl ester (which may be prepared as described for Intermediate 6; 111 mg, 0.25 mmol) was reacted with 2-chloro-5-(trifluoromethyl)phenylboronic acid (available from Combi-Blocks Inc.; 112 mg, 0.5 mmol). The resulting ester was hydrolyzed and the acid was purified to give 2′-chloro-4-[4-(3,4-dichloro-phenyl)-thiazol-2-yl]-5′-trifluoromet... Starting materials: BrC1=CC=C(C=C1)[C@H](C)N ((S)-1-(4-bromophenyl)-ethylamine), TEA, C[O-].[Na+] (sodium methoxide), CO (methanol). Run in ClCCl (dichloromethane). Run at time 15 minute. Yields the product COC(N[C@@H](C)C1=CC=C(C=C1)Br)=O ((S)-[1-(4-Bromo-phenyl)-ethyl]-carbamic acid methyl ester). As a reaction SMILES: [Br:1][C:2]1[CH:7]=[CH:6][C:5]([C@@H:8]([NH2:10])[CH3:9])=[CH:4][CH:3]=1.[CH3:11][O-:12].[Na+].[CH3:14][OH:15]>ClCCl>[CH3:11][O:12][C:14](=[O:15])[NH:10][C@H:8]([C:5]1[CH:6]=[CH:7][C:2]([Br:1])=[CH:3][CH:4]=1)[CH3:9] |f:1.2|. Procedure: 17.2 g (105 mmol) CDT are added to a mixture of 20.0 g (100 mmol) (S)-1-(4-bromophenyl)-ethylamine and 17.6 mL (125 mmol) TEA in 300 mL dichloromethane at 0° C. Stirring is continued for 15 min at 5° C. After that time, the solvent is removed in vacuo and taken up in 50 mL methanol. 33.4 mL (180 mmol) sodium methoxide in methanol (30%) are added and stirring is continued for 48 h at rt. After that time, the solvent is removed in vacuo, the residue is taken up in ethyl acetate and washed with sat... The reactants are O (water), C1CCC2=NCCCN2CC1 (1,8-Diazabicyclo[5.4.0]-7-undecene), Cl.N1CCC(CC1)C1=NNC(=C1)N (3-(piperidin-4-yl)-1H-pyrazol-5-amine hydrochloride), ClC=1N=NC(=CC1)Cl (3,6-dichloropyridazine). Run in CS(=O)C (dimethyl sulfoxide). Run at time 10 minute. Product: ClC1=CC=C(N=N1)N1CCC(CC1)C1=NNC(=C1)N (3-[1-(6-Chloropyridazin-3-yl)piperidin-4-yl]-1H-pyrazol-5-amine). Isolated yield 70.9%. As a reaction SMILES: C1CCN2C(=NCCC2)CC1.Cl.[NH:13]1[CH2:18][CH2:17][CH:16]([C:19]2[CH:23]=[C:22]([NH2:24])[NH:21][N:20]=2)[CH2:15][CH2:14]1.[Cl:25][C:26]1[N:27]=[N:28][C:29](Cl)=[CH:30][CH:31]=1.O>CS(C)=O>[Cl:25][C:26]1[N:27]=[N:28][C:29]([N:13]2[CH2:14][CH2:15][CH:16]([C:19]3[CH:23]=[C:22]([NH2:24])[NH:21][N:20]=3)[CH2:17][CH2:18]2)=[CH:30][CH:31]=1 |f:1.2|. Reported procedure: 1,8-Diazabicyclo[5.4.0]-7-undecene (0.750 mL, 5.02 mmol) was added to a suspension of 3-(piperidin-4-yl)-1H-pyrazol-5-amine hydrochloride (0.400 g, 1.67 mmol) produced in Reference Example 33 in dimethyl sulfoxide (4 mL), and the mixture was stirred at room temperature for 10 minutes. Then, 3,6-dichloropyridazine (0.249 g, 1.67 mmol) was added thereto, and the mixture was stirred at room temperature for 1 hour and at 60° C. for 4 hours. After cooling to room temperature, water was added to the r... The product is C1(=CC=CC=C1)CC(=O)NC1[C@@H]2N(C(=CCS2)C(=O)O)C1=O (7-(2-phenylacetamido)-3-cephem-4-carboxylic acid). Run in C(=O)O (formic acid). Reaction conditions: time 5 minute. The reactants are C1(=CC=CC=C1)CC(=O)NC1[C@@H]2N(C(=C(CS2)OS(=O)(=O)C2=CC=C(C)C=C2)C(=O)OCC(Cl)(Cl)Cl)C1=O (2,2,2-trichloroethyl 7-(2-phenylacetamido)-3-tosyloxy-3-cephem-4-carboxylate). Reagents/catalysts: [Zn] (Zinc). RXN SMILES: [C:1]1([CH2:7][C:8]([NH:10][CH:11]2[C:37](=[O:38])[N:13]3[C:14]([C:29]([O:31]CC(Cl)(Cl)Cl)=[O:30])=[C:15](OS(C4C=CC(C)=CC=4)(=O)=O)[CH2:16][S:17][C@H:12]23)=[O:9])[CH:6]=[CH:5][CH:4]=[CH:3][CH:2]=1>C(O)=O.[Zn]>[C:1]1([CH2:7][C:8]([NH:10][CH:11]2[C:37](=[O:38])[N:13]3[C:14]([C:29]([OH:31])=[O:30])=[CH:15][CH2:16][S:17][C@H:12]23)=[O:9])[CH:6]=[CH:5][CH:4]=[CH:3][CH:2]=1. Yield: 77.9%. Procedure details: Zinc powder (4.0 g.) was added portionwise to a stirred solution of 2,2,2-trichloroethyl 7-(2-phenylacetamido)-3-tosyloxy-3-cephem-4-carboxylate (0.8 g.) in formic acid (16 ml.) over 3 minutes under ice-cooling. The mixture was stirred at the same temperature for 5 minutes and then filtered. The remaining zinc powder was washed with ethyl acetate. The filtrate and washings were combined together, washed three times with a saturated aqueous solution of sodium chloride, dried over magnesium sulfat... The reactants are CC(=O)c1ccc(C(=O)O)cc1, CCO, C[O-], CO, CN(C)C=O, Cl, [Li+], O, COc1cc(O)c(-c2cccs2)cc1C=O. Product: COc1cc(O)c(-c2cccs2)cc1C=CC(=O)c1ccc(C(=O)O)cc1. As a reaction SMILES: [C:17]([CH3:18])(=[O:19])[c:20]1[cH:21][cH:22][c:23]([C:24](=[O:25])[OH:26])[cH:27][cH:28]1.[CH2:41]([OH:42])[CH3:43].[CH3:29][O-:30].[CH3:33][OH:34].[CH3:35][N:36]([CH3:37])[CH:38]=[O:39].[ClH:32].[Li+:31].[OH2:40].[OH:1][c:2]1[cH:3][c:4]([O:15][CH3:16])[c:5]([CH:6]=[O:7])[cH:8][c:9]1-[c:10]1[s:11][cH:12][cH:13][cH:14]1>>[OH:1][c:2]1[cH:3][c:4]([O:15][CH3:16])[c:5]([CH:6]=[CH:18][C:17](=[O:19])[c:20]2[cH:21][cH:22][c:23]([C:24](=[O:25])[OH:26])[cH:27][cH:28]2)[cH:8][c:9]1-[c:10]1[s:11][cH:12][cH:13][cH:14]1.